From a dataset of the Open Reaction Database (ORD), a public repository of structured organic reaction records. describe an organic reaction: reactants, conditions, products, and yield Reactants: CCOC(=O)c1ccc(NC(=O)C(C)C)cc1, CCOC(C)=O, CCCCCC, O, O=[N+]([O-])O. Yields the product CCOC(=O)c1ccc(NC(=O)C(C)C)c([N+](=O)[O-])c1. RXN SMILES: [CH3:1][CH:2]([C:3](=[O:4])[NH:5][c:6]1[cH:7][cH:8][c:9]([C:10](=[O:11])[O:12][CH2:13][CH3:14])[cH:15][cH:16]1)[CH3:17].[CH3:22][CH2:23][O:24][C:25](=[O:26])[CH3:27].[CH3:28][CH2:29][CH2:30][CH2:31][CH2:32][CH3:33].[OH2:34].[OH:18][N+:19]([O-:20])=[O:21]>>[CH3:1][CH:2]([C:3](=[O:4])[NH:5][c:6]1[c:7]([N+:19](=[O:18])[O-:20])[cH:8][c:9]([C:10](=[O:11])[O:12][CH2:13][CH3:14])[cH:15][cH:16]1)[CH3:17].